From a dataset of the Open Reaction Database (ORD), a public repository of structured organic reaction records. describe an organic reaction: reactants, conditions, products, and yield Reactants: C(C)OC(C)=C(C(=O)OCC)C(=O)OCC (diethyl 2-(1-ethoxyethylidene)malonate), Cl.C(=N)N (formamidine hydrochloride), C(C)(=O)O (acetic acid), [OH-].[K+] (potassium hydroxide). Solvent: C(C)O (ethanol), C(C)(=O)OCC (ethyl acetate), O (water). Run at time 30 minute. Product: OC1=NC=NC(=C1C(=O)OCC)C (Ethyl 4-hydroxy-6-methylpyrimidine-5-carboxylate). The yield is 45.9%. RXN SMILES: C(O[C:4](=[C:6]([C:12]([O:14][CH2:15][CH3:16])=[O:13])[C:7](OCC)=[O:8])[CH3:5])C.Cl.[CH:18]([NH2:20])=[NH:19].[OH-].[K+].C(O)(=O)C>C(O)C.O.C(OCC)(=O)C>[OH:8][C:7]1[C:6]([C:12]([O:14][CH2:15][CH3:16])=[O:13])=[C:4]([CH3:5])[N:20]=[CH:18][N:19]=1 |f:1.2,3.4|. Procedure details: A mixture of diethyl malonate (4.8 mL), triethyl orthoacetate (17 mL), acetic anhydride (0.11 mL) and zinc chloride (1.2 g) was stirred at 140° C. To the mixture was added acetic anhydride (0.11 mL) each after 30, 90 and 120 minutes, and then stirred at the same temperature overnight. The reaction mixture was cooled to room temperature, and the insoluble material was removed by filtration. The filtrate was concentrated under reduced pressure, and the residue was purified by column chromatography... Reactants: Cl.COC([C@H](CC1=CC=C(C=C1)Br)N)=O ((S)-2-Amino-3-(4-bromo-phenyl)-propionic acid methyl ester-hydrochloride), NC=1C=CC(=C(C(=O)O)C1)Cl (5-amino-2-chloro-benzoic acid), Cl (HCl). The solvent is CCOC(=O)C (EtOAc). Product: COC([C@H](CC1=CC=C(C=C1)Br)NC(C1=C(C=CC(=C1)N)Cl)=O)=O ((S)-2-(5-Amino-2-chloro-benzoylamino)-3-(4-bromo-phenyl)-propionic acid methyl ester). Isolated yield 15.1%. As a reaction SMILES: Cl.[CH3:2][O:3][C:4](=[O:15])[C@@H:5]([NH2:14])[CH2:6][C:7]1[CH:12]=[CH:11][C:10]([Br:13])=[CH:9][CH:8]=1.[NH2:16][C:17]1[CH:18]=[CH:19][C:20]([Cl:26])=[C:21]([CH:25]=1)[C:22](O)=[O:23].Cl>CCOC(C)=O>[CH3:2][O:3][C:4](=[O:15])[C@@H:5]([NH:14][C:22](=[O:23])[C:21]1[CH:25]=[C:17]([NH2:16])[CH:18]=[CH:19][C:20]=1[Cl:26])[CH2:6][C:7]1[CH:12]=[CH:11][C:10]([Br:13])=[CH:9][CH:8]=1 |f:0.1|. Procedure: (S)-2-(5-Amino-2-chloro-benzoylamino)-3-(4-bromo-phenyl)-propionic acid methyl ester (316 mg) was prepared from (S)-2-Amino-3-(4-bromo-phenyl)-propionic acid methyl ester-hydrochloride (1.5 g, 5.1 mmol) and 5-amino-2-chloro-benzoic acid (909 mg, 5.1 mmol) as described in Procedure A, except for an adapted work-up. After reaction completion, the reaction mixture was poured onto 100 mL of 1N HCl and 50 mL of EtOAc. The organic layer was washed with 1N HCl, 10% sodium carbonate, dried over sodium s... Starting materials: saturated solution, Cl (hydrogen chloride), O1C(CCCC1)OCCC(CN)C1=CC(=C(C=C1)Cl)Cl (4-(tetrahydropyran-2-yloxy)-2-(3,4-dichlorophenyl)-1-aminobutane). Run in CCOCC (ether), CO (methanol). Run at time 0.5 hour. The product is NCC(CCO)C1=CC(=C(C=C1)Cl)Cl (1-Amino-2-(3,4-dichlorophenyl)-4-hydroxybutane). Reaction SMILES: Cl.O1CCCCC1[O:8][CH2:9][CH2:10][CH:11]([C:14]1[CH:19]=[CH:18][C:17]([Cl:20])=[C:16]([Cl:21])[CH:15]=1)[CH2:12][NH2:13]>CCOCC.CO>[NH2:13][CH2:12][CH:11]([C:14]1[CH:19]=[CH:18][C:17]([Cl:20])=[C:16]([Cl:21])[CH:15]=1)[CH2:10][CH2:9][OH:8]. Procedure details: 150 ml of a saturated solution of hydrogen chloride in ether are added to a solution of 149 g of 4-(tetrahydropyran-2-yloxy)-2-(3,4-dichlorophenyl)-1-aminobutane in 700 ml of methanol. The mixture is stirred for 1/2 hour at room temperature and concentrated under vacuum and the residue is taken up in 500 ml of water and washed with ether. The aqueous phase is rendered alkaline with a solution of sodium hydroxide and extracted twice with methylene chloride. The organic phases are dried over MgSO4...